From a dataset of the Open Reaction Database (ORD), a public repository of structured organic reaction records. describe an organic reaction: reactants, conditions, products, and yield Reactants: O=C1CC(=O)OC(CCc2cccc(O)c2)(C2CCCC2)C1, [N-]=[N+]=C1C(=O)CC(C2CCCC2)(C2CCCC2)OC1=O. Product: [N-]=[N+]=C1C(=O)CC(CCc2cccc(O)c2)(C2CCCC2)OC1=O. As a reaction SMILES: [CH:1]1([C:6]2([CH2:14][CH2:15][c:16]3[cH:17][c:18]([OH:22])[cH:19][cH:20][cH:21]3)[CH2:7][C:8](=[O:13])[CH2:9][C:10](=[O:12])[O:11]2)[CH2:2][CH2:3][CH2:4][CH2:5]1.[CH:23]1([C:24]2([CH:25]3[CH2:26][CH2:27][CH2:28][CH2:29]3)[O:30][C:31](=[O:32])[C:33](=[N+:35]=[N-:36])[C:34](=[O:37])[CH2:38]2)[CH2:39][CH2:40][CH2:41][CH2:42]1>>[CH:1]1([C:6]2([CH2:14][CH2:15][c:16]3[cH:17][c:18]([OH:22])[cH:19][cH:20][cH:21]3)[CH2:7][C:8](=[O:13])[C:9](=[N+:35]=[N-:36])[C:10](=[O:12])[O:11]2)[CH2:2][CH2:3][CH2:4][CH2:5]1. Reactants: NC1=C(C(=O)C2=CC(=CC=C2)Cl)C=C(C=C1)[N+](=O)[O-] (2-amino-3'-chloro-5-nitrobenzophenone), O.NN (hydrazine hydrate). Solvent: C(COCCO)O (diethylene glycol). Yields the product NC1=C(C(C2=CC(=CC=C2)Cl)=NN)C=C(C=C1)[N+](=O)[O-] (2-amino-3'-chloro-5-nitrobenzophenone hydrazone). Reaction SMILES: [NH2:1][C:2]1[CH:16]=[CH:15][C:14]([N+:17]([O-:19])=[O:18])=[CH:13][C:3]=1[C:4]([C:6]1[CH:11]=[CH:10][CH:9]=[C:8]([Cl:12])[CH:7]=1)=O.O.[NH2:21][NH2:22]>C(O)COCCO>[NH2:1][C:2]1[CH:16]=[CH:15][C:14]([N+:17]([O-:19])=[O:18])=[CH:13][C:3]=1[C:4](=[N:21][NH2:22])[C:6]1[CH:11]=[CH:10][CH:9]=[C:8]([Cl:12])[CH:7]=1 |f:1.2|. Reported procedure: In the manner given in Preparation 1, 2-amino-3'-chloro-5-nitrobenzophenone is refluxed with hydrazine hydrate in diethylene glycol to give 2-amino-3'-chloro-5-nitrobenzophenone hydrazone.